This data is from the Open Reaction Database (ORD), a public repository of structured organic reaction records. The task is: describe an organic reaction: reactants, conditions, products, and yield The reactants are O1C(CCCC1)ON=C(C(=O)NC1[C@@H]2N(C(=C(CS2=O)CCl)C(=O)OC(C2=CC=CC=C2)C2=CC=CC=C2)C1=O)C=1N=C(SC1)NC(C1=CC=CC=C1)(C1=CC=CC=C1)C1=CC=CC=C1 (benzhydryl 7-[2-(2-tetrahydropyranyl)oxyimino-2-(2-tritylaminothiazol-4-yl)acetamido]-3-chloromethyl-3-cephem-4-carboxylate-1-oxide), [I-].[Na+] (sodium iodide), C(C)(=O)OCC (ethyl acetate), O (water). Solvent: CC(=O)C (acetone). Conditions: time 4.5 hour. Product: [I-].O1C(CCCC1)ON=C(C(=O)NC1[C@@H]2N(C(=C(CS2=O)C[N+]2(CCCC2)C)C(=O)OC(C2=CC=CC=C2)C2=CC=CC=C2)C1=O)C=1N=C(SC1)NC(C1=CC=CC=C1)(C1=CC=CC=C1)C1=CC=CC=C1 (benzhydryl 7-[2-(2-tetrahydropyranyl)oxyimino-2-(2 -tritylaminothiazol-4-yl)acetamido]-3-(1-methyl-1-pyrrolidinio)methyl-3-cephem-4-carboxylate-1-oxide iodide). As a reaction SMILES: [O:1]1[CH2:6][CH2:5][CH2:4][CH2:3][CH:2]1[O:7][N:8]=[C:9]([C:41]1[N:42]=[C:43]([NH:46][C:47]([C:60]2[CH:65]=[CH:64][CH:63]=[CH:62][CH:61]=2)([C:54]2[CH:59]=[CH:58][CH:57]=[CH:56][CH:55]=2)[C:48]2[CH:53]=[CH:52][CH:51]=[CH:50][CH:49]=2)[S:44][CH:45]=1)[C:10]([NH:12][CH:13]1[C:39](=[O:40])[N:15]2[C:16]([C:23]([O:25][CH:26]([C:33]3[CH:38]=[CH:37][CH:36]=[CH:35][CH:34]=3)[C:27]3[CH:32]=[CH:31][CH:30]=[CH:29][CH:28]=3)=[O:24])=[C:17]([CH2:21]Cl)[CH2:18][S:19](=[O:20])[C@H:14]12)=[O:11].[I-:66].[Na+].C(O[CH2:72][CH3:73])(=O)C.O>CC(C)=O>[I-:66].[O:1]1[CH2:6][CH2:5][CH2:4][CH2:3][CH:2]1[O:7][N:8]=[C:9]([C:41]1[N:42]=[C:43]([NH:46][C:47]([C:60]2[CH:65]=[CH:64][CH:63]=[CH:62][CH:61]=2)([C:54]2[CH:59]=[CH:58][CH:57]=[CH:56][CH:55]=2)[C:48]2[CH:53]=[CH:52][CH:51]=[CH:50][CH:49]=2)[S:44][CH:45]=1)[C:10]([NH:12][CH:13]1[C:39](=[O:40])[N:15]2[C:16]([C:23]([O:25][CH:26]([C:33]3[CH:38]=[CH:37][CH:36]=[CH:35][CH:34]=3)[C:27]3[CH:32]=[CH:31][CH:30]=[CH:29][CH:28]=3)=[O:24])=[C:17]([CH2:21][N+:12]3([CH3:13])[CH2:73][CH2:72][CH2:9][CH2:10]3)[CH2:18][S:19](=[O:20])[C@H:14]12)=[O:11] |f:1.2,6.7|. Procedure: To a solution of benzhydryl 7-[2-(2-tetrahydropyranyl)oxyimino-2-(2-tritylaminothiazol-4-yl)acetamido]-3-chloromethyl-3-cephem-4-carboxylate-1-oxide (syn isomer) in acetone (100 ml) was added sodium iodide (2.5 g) under ice-cooling. The mixture was stirred for 4.5 hours at the same temperature and then poured into a mixure of ethyl acetate (150 ml) and water (150 ml). The organic layer was separated, washed with brine and dried over magnesium sulfate. The solvent was distilled off. To the residu... The reactants are C1CCOC1, COC(=O)C(CCSC)NC(=O)c1ccc(NC(=O)c2cccnc2)cc1-c1ccccc1C, [Li+], [OH-], O, O. Product: CSCCC(NC(=O)c1ccc(NC(=O)c2cccnc2)cc1-c1ccccc1C)C(=O)O. RXN SMILES: [CH2:38]1[O:39][CH2:40][CH2:41][CH2:42]1.[CH3:1][O:2][C:3]([CH:4]([NH:5][C:6]([c:7]1[c:8](-[c:22]2[c:23]([CH3:28])[cH:24][cH:25][cH:26][cH:27]2)[cH:9][c:10]([NH:13][C:14](=[O:15])[c:16]2[cH:17][n:18][cH:19][cH:20][cH:21]2)[cH:11][cH:12]1)=[O:29])[CH2:30][CH2:31][S:32][CH3:33])=[O:34].[Li+:36].[OH-:35].[OH2:37].[OH2:43]>>[O:2]=[C:3]([CH:4]([NH:5][C:6]([c:7]1[c:8](-[c:22]2[c:23]([CH3:28])[cH:24][cH:25][cH:26][cH:27]2)[cH:9][c:10]([NH:13][C:14](=[O:15])[c:16]2[cH:17][n:18][cH:19][cH:20][cH:21]2)[cH:11][cH:12]1)=[O:29])[CH2:30][CH2:31][S:32][CH3:33])[OH:34]. The reactants are C(C1=CC=CC=C1)OC1=CN2C(=C(C(=C2C=C1)C(=O)OC)C)C(C1=CC(=C(C=C1)[N+](=O)[O-])OC)=O (methyl [6-(benzyloxy)-3-(3-methoxy-4-nitrobenzoyl)-2-methylindolizin-1-yl]carboxylate), [H][H] (hydrogen). The reagents and catalysts are [Pd] (Pd/C). Run in O1CCCC1 (tetrahydrofuran), CN(C=O)C (dimethylformamide). Yields the product NC1=C(C=C(C(=O)C2=C(C(=C3C=CC(=CN23)O)C(=O)OC)C)C=C1)OC (Methyl [3-(4-amino-3-methoxybenzoyl)-6-hydroxy-2-methylindolizin-1-yl]carboxylate). RXN SMILES: C([O:8][C:9]1[CH:17]=[CH:16][C:15]2[N:11]([C:12]([C:23](=[O:35])[C:24]3[CH:29]=[CH:28][C:27]([N+:30]([O-])=O)=[C:26]([O:33][CH3:34])[CH:25]=3)=[C:13]([CH3:22])[C:14]=2[C:18]([O:20][CH3:21])=[O:19])[CH:10]=1)C1C=CC=CC=1.[H][H]>CN(C)C=O.O1CCCC1.[Pd]>[NH2:30][C:27]1[CH:28]=[CH:29][C:24]([C:23]([C:12]2[N:11]3[C:15]([CH:16]=[CH:17][C:9]([OH:8])=[CH:10]3)=[C:14]([C:18]([O:20][CH3:21])=[O:19])[C:13]=2[CH3:22])=[O:35])=[CH:25][C:26]=1[O:33][CH3:34]. Reported procedure: 100 mg of Pd/C (10%) are added to 1.0 g (2.17 mmol) of methyl [6-(benzyloxy)-3-(3-methoxy-4-nitrobenzoyl)-2-methylindolizin-1-yl]carboxylate in suspension in 30 mL of dimethylformamide and 30 mL of tetrahydrofuran. The reaction mixture is stirred at 10 bar of hydrogen for 48 hours. The reactants are 0.28, C(C1=CC=CC=C1)Br (benzyl bromide), C[Si](N[Si](C)(C)C)(C)C (hexamethyldisilazane), di-4-nitrophenyl N-(4-toluenesulfonyl)phosphoramidate, SC1=NN=C(S1)C (5-mercapto-2-methyl-1,3,4-thiadiazole), CN(P(N(C)C)(N(C)C)=O)C (hexamethylphosphoric triamide). Run in C1(=CC=CC=C1)C (toluene). Conditions: time 10 minute. Yields the product C(C1=CC=CC=C1)SC1=NN=C(S1)C (5-benzylthio-2-methyl-1,3,4-thiadiazole). RXN SMILES: [SH:1][C:2]1[S:6][C:5]([CH3:7])=[N:4][N:3]=1.CN(C)P(=O)(N(C)C)N(C)C.C[Si](C)(C)N[Si](C)(C)C.[CH2:28](Br)[C:29]1[CH:34]=[CH:33][CH:32]=[CH:31][CH:30]=1>C1(C)C=CC=CC=1>[CH2:28]([S:1][C:2]1[S:6][C:5]([CH3:7])=[N:4][N:3]=1)[C:29]1[CH:34]=[CH:33][CH:32]=[CH:31][CH:30]=1. Reported procedure: 2.0 mg (0.004 mmoles) of di-4-nitrophenyl N-(4-toluenesulfonyl)phosphoramidate were added to a solution of 264 mg (2 mmoles) of 5-mercapto-2-methyl-1,3,4-thiadiazole in 5 ml of toluene and 1.06 ml (6.1 mmoles) of hexamethylphosphoric triamide and then while refluxing, 0.50 ml (2.4 mmoles) of hexamethyldisilazane were added. After refluxing for 1.5 hours, the solution was evaporated to dryness and the residue was dissolved in 4 ml of acetonitrile. 0.28 (2.3 mmoles) of benzyl bromide were added to...